Dataset: the Open Reaction Database (ORD), a public repository of structured organic reaction records. Task: describe an organic reaction: reactants, conditions, products, and yield Starting materials: Cn1c(COc2ccc(CC3SC(=O)N(C(c4ccccc4)(c4ccccc4)c4ccccc4)C3=O)cc2)cc2ccccc21, C1COCCO1. The product is Cn1c(COc2ccc(CC3SC(=O)NC3=O)cc2)cc2ccccc21. As a reaction SMILES: [CH3:1][n:2]1[c:3]([CH2:11][O:12][c:13]2[cH:14][cH:15][c:16]([CH2:17][CH:18]3[C:19](=[O:43])[N:20]([C:24]([c:25]4[cH:26][cH:27][cH:28][cH:29][cH:30]4)([c:31]4[cH:32][cH:33][cH:34][cH:35][cH:36]4)[c:37]4[cH:38][cH:39][cH:40][cH:41][cH:42]4)[C:21](=[O:23])[S:22]3)[cH:44][cH:45]2)[cH:4][c:5]2[cH:6][cH:7][cH:8][cH:9][c:10]12.[O:46]1[CH2:47][CH2:48][O:49][CH2:50][CH2:51]1>>[CH3:1][n:2]1[c:3]([CH2:11][O:12][c:13]2[cH:14][cH:15][c:16]([CH2:17][CH:18]3[C:19](=[O:43])[NH:20][C:21](=[O:23])[S:22]3)[cH:44][cH:45]2)[cH:4][c:5]2[cH:6][cH:7][cH:8][cH:9][c:10]12. Starting materials: C1COCCO1, O=c1cc(C(F)(F)F)cn[nH]1, O=P(Cl)(Cl)Cl. Product: FC(F)(F)c1cnnc(Cl)c1. RXN SMILES: [CH2:17]1[O:18][CH2:19][CH2:20][O:21][CH2:22]1.[F:1][C:2]([c:3]1[cH:4][c:5](=[O:9])[nH:6][n:7][cH:8]1)([F:10])[F:11].[P:12]([Cl:13])([Cl:14])([Cl:15])=[O:16]>>[F:1][C:2]([c:3]1[cH:4][c:5]([Cl:14])[n:6][n:7][cH:8]1)([F:10])[F:11]. Reported procedure: To a suspension of {1-[7-(4-bromo-2,6-dimethyl-phenyl)-2,6-dimethyl-thieno[3,2-d]pyrimidin-4-yl]-piperidin-4-yl}-methanol (568 mg) in a mixture (1:1) of EtOH and EtOAc (2 mL) was added 4 M HCl in EtOAc (0.37 mL) under ice-cooling. The mixture was stirred overnight to afford a white crystal. The crystal was collected by filtration to give the title compound (532 mg). Reaction SMILES: [Br:1][C:2]1[CH:7]=[C:6]([CH3:8])[C:5]([C:9]2[C:13]3[N:14]=[C:15]([CH3:26])[N:16]=[C:17]([N:18]4[CH2:23][CH2:22][CH:21]([CH2:24][OH:25])[CH2:20][CH2:19]4)[C:12]=3[S:11][C:10]=2[CH3:27])=[C:4]([CH3:28])[CH:3]=1.CCO.[ClH:32]>CCOC(C)=O>[ClH:32].[Br:1][C:2]1[CH:7]=[C:6]([CH3:8])[C:5]([C:9]2[C:13]3[N:14]=[C:15]([CH3:26])[N:16]=[C:17]([N:18]4[CH2:19][CH2:20][CH:21]([CH2:24][OH:25])[CH2:22][CH2:23]4)[C:12]=3[S:11][C:10]=2[CH3:27])=[C:4]([CH3:28])[CH:3]=1 |f:4.5|. Starting materials: BrC1=CC(=C(C(=C1)C)C1=C(SC2=C1N=C(N=C2N2CCC(CC2)CO)C)C)C ({1-[7-(4-bromo-2,6-dimethyl-phenyl)-2,6-dimethyl-thieno[3,2-d]pyrimidin-4-yl]-piperidin-4-yl}-methanol), CCO (EtOH), Cl (HCl). Yields the product Cl.BrC1=CC(=C(C(=C1)C)C1=C(SC2=C1N=C(N=C2N2CCC(CC2)CO)C)C)C ({1-[7-(4-bromo-2,6-dimethyl-phenyl)-2,6-dimethyl-thieno[3,2-d]pyrimidin-4-yl]-piperidin-4-yl}-methanol hydrochloride). Reaction conditions: time 8 hour. The solvent is CCOC(=O)C (EtOAc), CCOC(=O)C (EtOAc). The reactants are NCCNC(OC(C)(C)C)=O (tert-Butyl N-(2-aminoethyl)carbamate), CCN(C(C)C)C(C)C (DIPEA), FC1=CC=C(C=C1)NC(=O)C=1C(=NC(=NC1)SC)Cl (4-chloro-2-methylsulfanylpyrimidine-5-carboxylic acid (4-fluorophenyl)amide). Isolated yield 80.6%. The solvent is CN(C)C=O (DMF), C(C)(=O)OCC (ethyl acetate). Procedure: tert-Butyl N-(2-aminoethyl)carbamate (0.500 g, 3.12 mmol) and DIPEA (0.83 mL, 4.68 mmol, 1.5 eq) was added to a solution of 4-chloro-2-methylsulfanylpyrimidine-5-carboxylic acid (4-fluorophenyl)amide (0.929 g, 3.12 mmol) in DMF (5.0 ml) and stirred under N2 overnight. The reaction mixture was diluted with ethyl acetate (50 mL) and washed twice with water (50 mL). Upon precipitation of product out of the organic layer of the mixture, the white solid was filtered, and recrystallized from hot ethyl... Product: C(C)(C)(C)OC(NCCNC1=NC(=NC=C1C(NC1=CC=C(C=C1)F)=O)SC)=O ({2-[5-(4-Fluorophenylcarbamoyl)-2-methylsulfanylpyrimidin-4-ylamino]-ethyl}carbamic acid tert-butyl ester). Reaction conditions: time 8 hour. RXN SMILES: [NH2:1][CH2:2][CH2:3][NH:4][C:5](=[O:11])[O:6][C:7]([CH3:10])([CH3:9])[CH3:8].CCN(C(C)C)C(C)C.[F:21][C:22]1[CH:27]=[CH:26][C:25]([NH:28][C:29]([C:31]2[C:32](Cl)=[N:33][C:34]([S:37][CH3:38])=[N:35][CH:36]=2)=[O:30])=[CH:24][CH:23]=1>CN(C=O)C.C(OCC)(=O)C>[C:7]([O:6][C:5](=[O:11])[NH:4][CH2:3][CH2:2][NH:1][C:36]1[C:31]([C:29](=[O:30])[NH:28][C:25]2[CH:24]=[CH:23][C:22]([F:21])=[CH:27][CH:26]=2)=[CH:32][N:33]=[C:34]([S:37][CH3:38])[N:35]=1)([CH3:8])([CH3:10])[CH3:9]. The reactants are Nc1cccc(Br)c1F, CCCS(=O)(=O)Nc1cc(Cl)cc(B2OC(C)(C)C(C)(C)O2)c1F. Product: CCCS(=O)(=O)Nc1cccc(Br)c1F. Reaction SMILES: [Br:1][c:2]1[c:3]([F:9])[c:4]([NH2:5])[cH:6][cH:7][cH:8]1.[Cl:10][c:11]1[cH:12][c:13]([B:14]2[O:15][C:16]([CH3:17])([CH3:24])[C:25]([CH3:26])([CH3:27])[O:28]2)[c:29]([F:30])[c:31]([NH:32][S:18](=[O:19])(=[O:20])[CH2:21][CH2:22][CH3:23])[cH:33]1>>[Br:1][c:2]1[c:3]([F:9])[c:4]([NH:5][S:18](=[O:19])(=[O:20])[CH2:21][CH2:22][CH3:23])[cH:6][cH:7][cH:8]1. Starting materials: mixture 85, C=C(C)C.CO.CC(C)(C)OC (isobutene methanol MTBE), C=C(C)C.CO.CC(C)(C)OC (isobutene methanol MTBE). Run in CO (methanol). The product is C=C(C)C.CC(C)(C)OC (isobutene MTBE). As a reaction SMILES: [CH2:1]=[C:2]([CH3:4])[CH3:3].CO.[CH3:7][C:8]([O:11][CH3:12])([CH3:10])[CH3:9]>CO>[CH2:1]=[C:2]([CH3:4])[CH3:3].[CH3:7][C:8]([O:11][CH3:12])([CH3:10])[CH3:9] |f:0.1.2,4.5|. Reported procedure: Another embodiment of the present invention is the use of pervaporation membranes to separate alcohols from ethers and/or hydrocarbons in a process for producing high purity alkenes by the decomposition of ethers. FIG. 4 depicts such a process for producing high purity isobutene by the decomposition of MTBE, although the present invention can be applied to other ether decomposition reactions. An impure C4 feed stream 70 is combined with a methanol feed stream 71 and recycled methanol stream 72 a... The reactants are Cc1sccc1C1CCN(C(=O)OC(C)(C)C)CC1, CC#N, O=C1CCC(=O)N1Br. Yields the product Cc1sc(Br)cc1C1CCN(C(=O)OC(C)(C)C)CC1. As a reaction SMILES: [CH3:1][c:2]1[s:3][cH:4][cH:5][c:6]1[CH:7]1[CH2:8][CH2:9][N:10]([C:13](=[O:14])[O:15][C:16]([CH3:17])([CH3:18])[CH3:19])[CH2:11][CH2:12]1.[CH3:28][C:29]#[N:30].[O:20]=[C:21]1[N:22]([Br:27])[C:23](=[O:24])[CH2:25][CH2:26]1>>[CH3:1][c:2]1[s:3][c:4]([Br:27])[cH:5][c:6]1[CH:7]1[CH2:8][CH2:9][N:10]([C:13](=[O:14])[O:15][C:16]([CH3:17])([CH3:18])[CH3:19])[CH2:11][CH2:12]1. Reactants: NC1=C(C=C(C=C1F)Br)CO ((2-amino-5-bromo-3-fluorophenyl)methanol), NC(=O)N (urea). Solvent: O (water). Conditions: temperature 175 celsius, time 15 minute. The product is OC1=NC2=CC=CC=C2C=N1 (2-hydroxyquinazoline). Reaction SMILES: [NH2:1][C:2]1[C:7](F)=[CH:6][C:5](Br)=[CH:4][C:3]=1[CH2:10]O.[NH2:12][C:13](N)=[O:14]>O>[OH:14][C:13]1[N:12]=[CH:10][C:3]2[C:2](=[CH:7][CH:6]=[CH:5][CH:4]=2)[N:1]=1. Reported procedure: A mixture of (2-amino-5-bromo-3-fluorophenyl)methanol (5.6 g, 23.7 mmol, obtained from step 3) and urea (21 g, 15 equiv.) was heated to 175° C. with vigorous stirring for 15 min. The reaction was cooled to room temperature and water was added. The solid was collected by filtration. Air-dried to give 2-hydroxyquinazoline as a light brown solid. The reactants are CC1(C(C1(C)C)C(=O)O)C (2,2,3,3-tetramethylcyclopropanecarboxylic acid), NC1=CC=C(N=N1)N1CCN(CC1)C(=O)C1=C(C=CC=C1)C(F)(F)F ([4-(6-aminopyridazin-3-yl)piperazin-1-yl](2-trifluoromethylphenyl)-methanone). Yields the product FC(C1=C(C(=O)N2CCN(CC2)C2=CC=C(N=N2)NC(=O)C2C(C2(C)C)(C)C)C=CC=C1)(F)F (2,2,3,3-TETRAMETHYLCYCLOPROPANECARBOXYLIC ACID {6-[4-(2-TRIFLUOROMETHYLBENZOYL)PIPERAZIN-1-YL]PYRIDAZIN-3-YL}AMIDE), powder. Isolated yield 48.0%. RXN SMILES: [CH3:1][C:2]1([CH3:10])[C:4]([CH3:6])([CH3:5])[CH:3]1[C:7]([OH:9])=O.[NH2:11][C:12]1[N:17]=[N:16][C:15]([N:18]2[CH2:23][CH2:22][N:21]([C:24]([C:26]3[CH:31]=[CH:30][CH:29]=[CH:28][C:27]=3[C:32]([F:35])([F:34])[F:33])=[O:25])[CH2:20][CH2:19]2)=[CH:14][CH:13]=1>>[F:35][C:32]([F:33])([F:34])[C:27]1[CH:28]=[CH:29][CH:30]=[CH:31][C:26]=1[C:24]([N:21]1[CH2:20][CH2:19][N:18]([C:15]2[N:16]=[N:17][C:12]([NH:11][C:7]([CH:3]3[C:4]([CH3:5])([CH3:6])[C:2]3([CH3:1])[CH3:10])=[O:9])=[CH:13][CH:14]=2)[CH2:23][CH2:22]1)=[O:25]. Procedure: Following the procedure of Example 2, making variations only as required to use 2,2,3,3-tetramethylcyclopropanecarboxylic acid in place of benzyloxyacetic acid to react with [4-(6-aminopyridazin-3-yl)piperazin-1-yl](2-trifluoromethylphenyl)-methanone, the title compound was obtained as a white powder (48% yield). 1H NMR (300 MHz, CDCl3) δ 8.77, 8.28, 7.72, 7.60, 7.53, 7.34, 6.99, 4.01-3.85, 3.63-3.60, 3.52-3.45, 3.31-3.27, 1.78-1.74, 1.28, 1.20. MS (ES+) m/z 476.3 (M+1).